Dataset: the Open Reaction Database (ORD), a public repository of structured organic reaction records. Task: describe an organic reaction: reactants, conditions, products, and yield Reaction SMILES: [NH:1]([C:5]1[S:6][C:7]([S:10][C:11]#N)=[CH:8][N:9]=1)[C:2]([CH3:4])=[O:3].SC[C@H]([C@@H](CS)O)O.BrC[C:23]([O:25][C:26]([CH3:29])([CH3:28])[CH3:27])=[O:24].C(=O)([O-])[O-].[K+].[K+]>CO.CN(C=O)C.O>[CH3:27][C:26]([O:25][C:23](=[O:24])[CH2:11][S:10][C:7]1[S:6][C:5]([NH:1][C:2](=[O:3])[CH3:4])=[N:9][CH:8]=1)([CH3:29])[CH3:28] |f:3.4.5|. Run at time 2 hour. The solvent is O (water), CO (MeOH), CN(C)C=O (DMF). Isolated yield 86.7%. Yields the product CC(C)(C)OC(CSC1=CN=C(S1)NC(C)=O)=O ([[2-(acetylamino)-5-thiazolyl]thio]acetic acid 1,1-dimethylethyl ester). The reactants are SC[C@@H](O)[C@H](O)CS (dithiothreitol), N(C(=O)C)C=1SC(=CN1)SC#N (2-acetamino-5-thiocyanatothiazole), BrCC(=O)OC(C)(C)C (tert-butyl bromoacetate), C([O-])([O-])=O.[K+].[K+] (potassium carbonate). Reported procedure: To a mixture of 2-acetamino-5-thiocyanatothiazole (5.97 g, 30 mmol) in MeOH (360 mL) under argon was added dithiothreitol (9.26 g, 60 mmol) at rt. The mixture was stirred at rt for 2 h and it was concentrated to afford a reduced solid product. This solid product was dissolved in DMF (30 mL) and to this solution were added tert-butyl bromoacetate (5.85 g, 30 mmol) and potassium carbonate (5.0 g, 36 mmol). The mixture was stirred at rt for 2 h and water (200 mL) was added to the mixture. The preci...